This data is from the Open Reaction Database (ORD), a public repository of structured organic reaction records. The task is: describe an organic reaction: reactants, conditions, products, and yield The reactants are CCO, O=[I+3], I, c1csc(-c2cccs2)c1. The product is Ic1ccc(-c2cccs2)s1. Reaction SMILES: [CH3:14][CH2:15][OH:16].[I+3:12]=[O:13].[I:11].[cH:1]1[cH:2][s:3][c:4](-[c:6]2[cH:7][cH:8][cH:9][s:10]2)[cH:5]1>>[cH:1]1[c:2]([I:12])[s:3][c:4](-[c:6]2[cH:7][cH:8][cH:9][s:10]2)[cH:5]1. Starting materials: CCOC(C)=O, CCN=C=NCCCN(C)C, CO, Cl, O=C(CN1CCNCC1)N1CCCC1, O, On1nnc2ccccc21, O=C(O)c1ccc(C=Cc2n[nH]c3ccccc23)cc1. The product is O=C(CN1CCN(C(=O)c2ccc(C=Cc3n[nH]c4ccccc34)cc2)CC1)N1CCCC1. Reaction SMILES: [C:60]([O:61][CH2:62][CH3:63])(=[O:64])[CH3:65].[CH2:22]([N:23]=[C:24]=[N:25][CH2:26][CH2:27][CH2:28][N:29]([CH3:30])[CH3:31])[CH3:32].[CH3:58][OH:59].[ClH:21].[N:44]1([CH2:50][C:51](=[O:52])[N:53]2[CH2:54][CH2:55][CH2:56][CH2:57]2)[CH2:45][CH2:46][NH:47][CH2:48][CH2:49]1.[OH2:33].[OH:34][n:35]1[c:36]2[cH:37][cH:38][cH:39][cH:40][c:41]2[n:42][n:43]1.[nH:1]1[n:2][c:3]([CH:10]=[CH:11][c:12]2[cH:13][cH:14][c:15]([C:16](=[O:17])[OH:18])[cH:19][cH:20]2)[c:4]2[cH:5][cH:6][cH:7][cH:8][c:9]12>>[nH:1]1[n:2][c:3]([CH:10]=[CH:11][c:12]2[cH:13][cH:14][c:15]([C:16](=[O:18])[N:47]3[CH2:46][CH2:45][N:44]([CH2:50][C:51](=[O:52])[N:53]4[CH2:54][CH2:55][CH2:56][CH2:57]4)[CH2:49][CH2:48]3)[cH:19][cH:20]2)[c:4]2[cH:5][cH:6][cH:7][cH:8][c:9]12. The reactants are ClC1=NC=CC=C1 (2-chloropyridine), OC(CN1CCNCC1)CO (1-(2,3-dihydroxypropyl) piperazine). The product is Cl.Cl.N1=C(C=CC=C1)N1CCN(CC1)CC(CO)O (3-[4-(pyridin-2-yl) piperazin-1-yl]propane-1,2-diol dihydrochloride). The yield is 53.6%. RXN SMILES: [Cl:1][C:2]1[CH:7]=[CH:6][CH:5]=[CH:4][N:3]=1.[OH:8][CH:9]([CH2:17][OH:18])[CH2:10][N:11]1[CH2:16][CH2:15][NH:14][CH2:13][CH2:12]1>>[ClH:1].[ClH:1].[N:3]1[CH:4]=[CH:5][CH:6]=[CH:7][C:2]=1[N:14]1[CH2:13][CH2:12][N:11]([CH2:10][CH:9]([OH:8])[CH2:17][OH:18])[CH2:16][CH2:15]1 |f:2.3.4|. Procedure details: Operation was carried out in a manner similar to the one previously described, using 2-chloropyridine and 1-(2,3-dihydroxypropyl) piperazine. The residue obtained after evaporation to dryness was dissolved in a small amount of concentrated hydrochloric acid and diluted with isopropanol. After resting, 3-[4-(pyridin-2-yl) piperazin-1-yl]propane-1,2-diol dihydrochloride melting at 238°-242° C., was obtained with the 53.6% yield. Reactants: C1(CCCC1)C1=C(C=CC=C1)CC(=O)O (2-Cyclopentylphenylacetic acid), N[C@@H]1CN(CC1)CCC1=CC=CC=C1 ((S)-3-amino-1-(2-phenylethyl)pyrrolidine). Product: C1(=CC=CC=C1)CCN1C[C@H](CC1)NC(CC1=C(C=CC=C1)C1CCCC1)=O (N-((S)-1-(2-phenylethyl)pyrrolidin-3-yl)-2-cyclopentylphenylacetamide). Yield: 21.9%. As a reaction SMILES: [CH:1]1([C:6]2[CH:11]=[CH:10][CH:9]=[CH:8][C:7]=2[CH2:12][C:13]([OH:15])=O)[CH2:5][CH2:4][CH2:3][CH2:2]1.[NH2:16][C@H:17]1[CH2:21][CH2:20][N:19]([CH2:22][CH2:23][C:24]2[CH:29]=[CH:28][CH:27]=[CH:26][CH:25]=2)[CH2:18]1>>[C:24]1([CH2:23][CH2:22][N:19]2[CH2:20][CH2:21][C@H:17]([NH:16][C:13](=[O:15])[CH2:12][C:7]3[CH:8]=[CH:9][CH:10]=[CH:11][C:6]=3[CH:1]3[CH2:2][CH2:3][CH2:4][CH2:5]3)[CH2:18]2)[CH:25]=[CH:26][CH:27]=[CH:28][CH:29]=1. Procedure: 2-Cyclopentylphenylacetic acid (0.39 g) and (S)-3-amino-1-(2-phenylethyl)pyrrolidine (0.3 g) were reacted under the same conditions as in Example 23 to give N-((S)-1-(2-phenylethyl)pyrrolidin-3-yl)-2-cyclopentylphenylacetamide (0.13 g), melting point 117-119° C. The reactants are [BH3-]C#N, CC(=O)O, CO, CS(C)=O, O=Cc1ccc(-c2cc3cc(C4CCCCC4)ccc3o2)cc1, ClCCl, O=C(O)C1CCNCC1, [Na+]. The product is O=C(O)C1CCN(Cc2ccc(-c3cc4cc(C5CCCCC5)ccc4o3)cc2)CC1. RXN SMILES: [C:37]([BH3-:38])#[N:39].[CH3:24][C:25](=[O:26])[OH:27].[CH3:44][OH:45].[CH3:46][S:47]([CH3:48])=[O:49].[CH:1]1([c:7]2[cH:8][cH:9][c:10]3[c:11]([cH:12][c:13](-[c:15]4[cH:16][cH:17][c:18]([CH:19]=[O:20])[cH:21][cH:22]4)[o:14]3)[cH:23]2)[CH2:2][CH2:3][CH2:4][CH2:5][CH2:6]1.[Cl:41][CH2:42][Cl:43].[NH:28]1[CH2:29][CH2:30][CH:31]([C:34](=[O:35])[OH:36])[CH2:32][CH2:33]1.[Na+:40]>>[CH:1]1([c:7]2[cH:8][cH:9][c:10]3[c:11]([cH:12][c:13](-[c:15]4[cH:16][cH:17][c:18]([CH2:19][N:28]5[CH2:29][CH2:30][CH:31]([C:34](=[O:35])[OH:36])[CH2:32][CH2:33]5)[cH:21][cH:22]4)[o:14]3)[cH:23]2)[CH2:2][CH2:3][CH2:4][CH2:5][CH2:6]1.